This data is from the Open Reaction Database (ORD), a public repository of structured organic reaction records. The task is: describe an organic reaction: reactants, conditions, products, and yield Starting materials: Cl.CC(C(=O)O)(C)OC=1C=C2C(=C(N(C2=CC1)CCC)C)C1=CC=NC=C1 (2-methyl-2-[2-methyl-1-propyl-3-(4-pyridyl)-1H-indole-5-yloxy]propanoic acid hydrochloride), C1(CCCCC1)N (cyclohexylamine). The product is C1(CCCCC1)NC(C(C)(OC=1C=C2C(=C(N(C2=CC1)CCC)C)C1=CC=NC=C1)C)=O (2-Methyl-2-[2-methyl-1-propyl-3-(4-pyridyl)-1H-indole-5-yloxy]-propanoic acid cyclohexylamide). RXN SMILES: Cl.[CH3:2][C:3]([O:8][C:9]1[CH:10]=[C:11]2[C:15](=[CH:16][CH:17]=1)[N:14]([CH2:18][CH2:19][CH3:20])[C:13]([CH3:21])=[C:12]2[C:22]1[CH:27]=[CH:26][N:25]=[CH:24][CH:23]=1)([CH3:7])[C:4](O)=[O:5].[CH:28]1([NH2:34])[CH2:33][CH2:32][CH2:31][CH2:30][CH2:29]1>>[CH:28]1([NH:34][C:4](=[O:5])[C:3]([CH3:7])([O:8][C:9]2[CH:10]=[C:11]3[C:15](=[CH:16][CH:17]=2)[N:14]([CH2:18][CH2:19][CH3:20])[C:13]([CH3:21])=[C:12]3[C:22]2[CH:23]=[CH:24][N:25]=[CH:26][CH:27]=2)[CH3:2])[CH2:33][CH2:32][CH2:31][CH2:30][CH2:29]1 |f:0.1|. Procedure details: In accordance with a procedure analogous to that of Example 128, the above compound was prepared from 2-methyl-2-[2-methyl-1-propyl-3-(4-pyridyl)-1H-indole-5-yloxy]propanoic acid hydrochloride and cyclohexylamine. Reactants: [Al+3], CCOC(=O)C=C(C)c1ccc2c(c1)C(C)(C)CCC2(C)C, CCOCC, [H-], [H-], [H-], [H-], [Li+]. Product: CC(=CCO)c1ccc2c(c1)C(C)(C)CCC2(C)C. As a reaction SMILES: [Al+3:24].[CH3:1][C:2]1([CH3:22])[c:3]2[cH:4][cH:5][c:6]([C:14](=[CH:15][C:16](=[O:17])[O:18][CH2:19][CH3:20])[CH3:21])[cH:7][c:8]2[C:9]([CH3:12])([CH3:13])[CH2:10][CH2:11]1.[CH3:29][CH2:30][O:31][CH2:32][CH3:33].[H-:23].[H-:26].[H-:27].[H-:28].[Li+:25]>>[CH3:1][C:2]1([CH3:22])[c:3]2[cH:4][cH:5][c:6]([C:14](=[CH:15][CH2:16][OH:17])[CH3:21])[cH:7][c:8]2[C:9]([CH3:12])([CH3:13])[CH2:10][CH2:11]1. Starting materials: Cl.N1CCC(CC1)=CC=1C=C(OC2=NC=C(C=C2)C(F)(F)F)C=CC1 (2-(3-piperidin-4-ylidenemethyl-phenoxy)-5-trifluoromethyl-pyridine hydrochloride), N1=C(C=NC=C1)NC(OC1=CC=CC=C1)=O (phenyl pyrazin-2-ylcarbamate), NC1=NC=CN=C1 (aminopyrazine). The product is N1=C(C=NC=C1)NC(=O)N1CCC(CC1)=CC1=CC(=CC=C1)OC1=NC=C(C=C1)C(F)(F)F (N-pyrazin-2-yl-4-(3-{[5-(trifluoromethyl)pyridin-2-yl]oxy}benzylidene)piperidine-1-carboxamide). Reaction SMILES: Cl.[NH:2]1[CH2:7][CH2:6][C:5](=[CH:8][C:9]2[CH:10]=[C:11]([CH:23]=[CH:24][CH:25]=2)[O:12][C:13]2[CH:18]=[CH:17][C:16]([C:19]([F:22])([F:21])[F:20])=[CH:15][N:14]=2)[CH2:4][CH2:3]1.[N:26]1[CH:31]=[CH:30][N:29]=[CH:28][C:27]=1[NH:32][C:33](=O)[O:34]C1C=CC=CC=1.NC1C=NC=CN=1>>[N:26]1[CH:31]=[CH:30][N:29]=[CH:28][C:27]=1[NH:32][C:33]([N:2]1[CH2:7][CH2:6][C:5](=[CH:8][C:9]2[CH:25]=[CH:24][CH:23]=[C:11]([O:12][C:13]3[CH:18]=[CH:17][C:16]([C:19]([F:22])([F:20])[F:21])=[CH:15][N:14]=3)[CH:10]=2)[CH2:4][CH2:3]1)=[O:34] |f:0.1|. Reported procedure: Following the procedure in Example 1, Step 6, 2-(3-piperidin-4-ylidenemethyl-phenoxy)-5-trifluoromethyl-pyridine hydrochloride (150 mg, 0.40 mmol, from Example 1, Step 5) and phenyl pyrazin-2-ylcarbamate (261 mg, 1.2 mmol, prepared according to the procedure described in Synthesis, 1997, 1189-1194 from aminopyrazine) were used to provide the title compound (24 mg). MS (APCI 10V) AP+ 456.2, 376.2, 335.2, AP− 454.2, 435.1; 1H NMR (400 MHz, CD3OD) δ ppm 2.43-2.50 (m, 2H) 2.56-2.62 (m, 2H) 3.54-3.61... Starting materials: CC1(C)CCC(C)(C)c2cc(NCCc3ccccc3)ccc21, Cc1ccccc1, O=C(Cl)Cl, CCOC(=O)c1ccc(N)cc1. Yields the product CCOC(=O)c1ccc(NC(=O)N(CCc2ccccc2)c2ccc3c(c2)C(C)(C)CCC3(C)C)cc1. RXN SMILES: [CH2:1]([CH2:2][c:3]1[cH:4][cH:5][cH:6][cH:7][cH:8]1)[NH:9][c:10]1[cH:11][c:12]2[c:17]([cH:18][cH:19]1)[C:16]([CH3:20])([CH3:21])[CH2:15][CH2:14][C:13]2([CH3:22])[CH3:23].[CH3:40][c:41]1[cH:42][cH:43][cH:44][cH:45][cH:46]1.[Cl:24][C:25]([Cl:26])=[O:27].[NH2:28][c:29]1[cH:30][cH:31][c:32]([C:33](=[O:34])[O:35][CH2:36][CH3:37])[cH:38][cH:39]1>>[CH2:1]([CH2:2][c:3]1[cH:4][cH:5][cH:6][cH:7][cH:8]1)[N:9]([c:10]1[cH:11][c:12]2[c:17]([cH:18][cH:19]1)[C:16]([CH3:20])([CH3:21])[CH2:15][CH2:14][C:13]2([CH3:22])[CH3:23])[C:25](=[O:27])[NH:28][c:29]1[cH:30][cH:31][c:32]([C:33](=[O:34])[O:35][CH2:36][CH3:37])[cH:38][cH:39]1. Starting materials: C1CCOC1, CC(C)(C)[O-], COc1ccncc1[N+](=O)[O-], [K+], N. Yields the product COc1cc(O)ncc1[N+](=O)[O-]. As a reaction SMILES: [CH2:19]1[O:20][CH2:21][CH2:22][CH2:23]1.[CH3:2][C:3]([CH3:4])([O-:5])[CH3:6].[CH3:8][O:9][c:10]1[c:11]([N+:16](=[O:17])[O-:18])[cH:12][n:13][cH:14][cH:15]1.[K+:7].[NH3:1]>>[OH:5][c:14]1[n:13][cH:12][c:11]([N+:16](=[O:17])[O-:18])[c:10]([O:9][CH3:8])[cH:15]1. Reactants: ClC=1C=C(C=CC1)N1C(C(C2=CC=CC=C12)=COCC)=O (1-(3-Chlorophenyl)-3-(ethoxymethylene)-2(1H,3H)-indolone), C(C)NCC (diethylamine). Solvent: C(C)O (ethanol). Conditions: time 24 hour. Yields the product ClC=1C=C(C=CC1)N1C(C(C2=CC=CC=C12)=CN(CC)CC)=O (1-(3-Chlorophenyl)-3-(diethylaminomethylene)-2(1H,3H)-indolone). Reaction SMILES: [Cl:1][C:2]1[CH:3]=[C:4]([N:8]2[C:16]3[C:11](=[CH:12][CH:13]=[CH:14][CH:15]=3)[C:10](=[CH:17]OCC)[C:9]2=[O:21])[CH:5]=[CH:6][CH:7]=1.[CH2:22]([NH:24][CH2:25][CH3:26])[CH3:23]>C(O)C>[Cl:1][C:2]1[CH:3]=[C:4]([N:8]2[C:16]3[C:11](=[CH:12][CH:13]=[CH:14][CH:15]=3)[C:10](=[CH:17][N:24]([CH2:25][CH3:26])[CH2:22][CH3:23])[C:9]2=[O:21])[CH:5]=[CH:6][CH:7]=1. Procedure details: 1-(3-Chlorophenyl)-3-(ethoxymethylene)-2(1H,3H)-indolone (0.15 g, 0.5 mmole), diethylamine (5 ml, 48 mmole) and ethanol (30 ml) were combined and stirred 24 hours at 25°. The reaction mixture was concentrated in vacuo to an oil. The oil was taken up in ethyl acetate, washed with H2O and then brine, dried over MgSO4 and evaporated to yield title product which crystallized on cooling and trituration with ether/pentane, 96 mg. m.p. 74°-75.5°.